Dataset: the Open Reaction Database (ORD), a public repository of structured organic reaction records. Task: describe an organic reaction: reactants, conditions, products, and yield Reactants: C(C1=CC=CC=C1)OC(NC[C@@H]1CC[C@H](CC1)C1=NC=C2N1C=CN=C2C)=O (benzyl((trans)-4-(8-methylimidazo[1,5-a]pyrazin-3-yl)cyclohexyl)methylcarbamate), BrN1C(CCC1=O)=O (N-bromosuccinimide). Solvent: CN(C=O)C (N,N-dimethylformamide). Reaction conditions: time 4 hour. The product is BrC=1N=C(N2C1C(=NC=C2)C)[C@@H]2CC[C@H](CC2)CNC(OCC2=CC=CC=C2)=O (benzyl ((trans)-4-(1-bromo-8-methylimidazo[1,5-a]pyrazin-3-yl)cyclohexyl)methylcarbamate). The yield is 72.7%. RXN SMILES: [CH2:1]([O:8][C:9](=[O:28])[NH:10][CH2:11][C@H:12]1[CH2:17][CH2:16][C@H:15]([C:18]2[N:22]3[CH:23]=[CH:24][N:25]=[C:26]([CH3:27])[C:21]3=[CH:20][N:19]=2)[CH2:14][CH2:13]1)[C:2]1[CH:7]=[CH:6][CH:5]=[CH:4][CH:3]=1.[Br:29]N1C(=O)CCC1=O>CN(C)C=O>[Br:29][C:20]1[N:19]=[C:18]([C@H:15]2[CH2:16][CH2:17][C@H:12]([CH2:11][NH:10][C:9](=[O:28])[O:8][CH2:1][C:2]3[CH:7]=[CH:6][CH:5]=[CH:4][CH:3]=3)[CH2:13][CH2:14]2)[N:22]2[CH:23]=[CH:24][N:25]=[C:26]([CH3:27])[C:21]=12. Procedure details: To benzyl((trans)-4-(8-methylimidazo[1,5-a]pyrazin-3-yl)cyclohexyl)methylcarbamate (3.52 g, 9.05 mmol) in N,N-dimethylformamide (35 ml) was added N-bromosuccinimide (1.611 g, 9.05 mmol) and the mixture was stirred at room temperature for four hours. The reaction was quenched with saturated aqueous sodium hydrogencarbonate and subsequently extracted three times with dichloromethane. The combined organic layers were washed with brine, dried (Na2SO4) and concentrated in vacuo. The residue was purif... Reactants: C(#N)[BH3-].[Na+] (Sodium cyanoborohydride), FC1=CC=C(C=C1)[C@@H](C(=O)N[C@@H](C(C)C)C=O)CC(=O)N1CCOCC1 (2-(S)-(4-Fluoro-phenyl)-N-(1-(S)-formyl-2-methyl-propyl)-4-morpholin-4-yl-4-oxo-butyramide), NC=1C=CC(=NC1)OC (5-Amino-2-methoxy-pyridine), C(C)(=O)O (acetic acid). Reaction SMILES: [F:1][C:2]1[CH:7]=[CH:6][C:5]([C@H:8]([CH2:18][C:19]([N:21]2[CH2:26][CH2:25][O:24][CH2:23][CH2:22]2)=[O:20])[C:9]([NH:11][C@H:12]([CH:16]=O)[CH:13]([CH3:15])[CH3:14])=[O:10])=[CH:4][CH:3]=1.[NH2:27][C:28]1[CH:29]=[CH:30][C:31]([O:34][CH3:35])=[N:32][CH:33]=1.C(O)(=O)C.C([BH3-])#N.[Na+]>CO>[F:1][C:2]1[CH:7]=[CH:6][C:5]([C@H:8]([CH2:18][C:19]([N:21]2[CH2:26][CH2:25][O:24][CH2:23][CH2:22]2)=[O:20])[C:9]([NH:11][C@H:12]([CH2:16][NH:27][C:28]2[CH:33]=[N:32][C:31]([O:34][CH3:35])=[CH:30][CH:29]=2)[CH:13]([CH3:14])[CH3:15])=[O:10])=[CH:4][CH:3]=1 |f:3.4|. The solvent is CO (MeOH). The product is FC1=CC=C(C=C1)[C@@H](C(=O)N[C@@H](C(C)C)CNC=1C=NC(=CC1)OC)CC(=O)N1CCOCC1 (2-(S)-(4-Fluoro-phenyl)-N-{1-(S)-[(6-methoxy-pyridin-3-ylamino)-methyl]-2-methyl-propyl}-4-morpholin-4-yl-4-oxo-butyramide). Procedure: 2-(S)-(4-Fluoro-phenyl)-N-(1-(S)-formyl-2-methyl-propyl)-4-morpholin-4-yl-4-oxo-butyramide (350 mg, 0.96 mmol, 1.0 eq.) and 5-Amino-2-methoxy-pyridine (240 μL, 1.92 mmol, 2.0 eq.) dissolved in MeOH (2.5 mL) and acetic acid (106 mL, 1.92 mmol, 2.0 eq.) added via syringe at room temperature. Sodium cyanoborohydride (121 mg, 1.92 mmol, 2.0 eq.) added in portion and the reaction monitored the reaction by LC/MS. Upon completion, solvents were evaporated and dissolved in EtOAc (100 mL) washed with bri... The reactants are Ice, COC=1C=C2C(C(NC2=CC1)=O)=O (5-methoxyisatin), O.NN (hydrazine hydrate), Cl (HCl). The solvent is CS(=O)C (DMSO), O (H2O). Reaction conditions: temperature 140 celsius, time 1 hour. Yields the product COC=1C=C2CC(NC2=CC1)=O (5-methoxyoxindole). The yield is 66.6%. Reaction SMILES: [CH3:1][O:2][C:3]1[CH:4]=[C:5]2[C:9](=[CH:10][CH:11]=1)[NH:8][C:7](=[O:12])[C:6]2=O.O.NN.Cl>CS(C)=O.O>[CH3:1][O:2][C:3]1[CH:4]=[C:5]2[C:9](=[CH:10][CH:11]=1)[NH:8][C:7](=[O:12])[CH2:6]2 |f:1.2|. Procedure details: To a solution of 5-methoxyisatin (10.62 g, 60 mmol) in DMSO (30 mL) was added N2H4.xH2O (hydrazine hydrate, 6 mL, 120 mmol) dropwise over 5 min (exothermic). After addition, the resulting mixture was heated at 140° C. (oil temp.) for 2 h and then cooled to rt. After diluting with H2O (30 mL), 6 M HCl (12 mL, 72 mmol) was added and the resulting mixture was stirred for 1 h at rt. Ice (30 mL) was added and the reaction mixture was stirred O/N at rt. The precipitate formed was collected by suction ... Product: CCc1ccccc1-c1ccccc1OCCc1ccc(C(=O)O)cc1. Reaction SMILES: [CH2:32]1[O:33][CH2:34][CH2:35][CH2:36]1.[CH3:1][CH2:2][c:3]1[c:4](-[c:9]2[c:10]([O:11][CH2:12][CH2:13][c:14]3[cH:15][cH:16][c:17]([C:18](=[O:19])[O:20][CH3:21])[cH:22][cH:23]3)[cH:24][cH:25][cH:26][cH:27]2)[cH:5][cH:6][cH:7][cH:8]1.[CH3:30][OH:31].[Na+:29].[OH-:28]>>[CH3:1][CH2:2][c:3]1[c:4](-[c:9]2[c:10]([O:11][CH2:12][CH2:13][c:14]3[cH:15][cH:16][c:17]([C:18](=[O:19])[OH:20])[cH:22][cH:23]3)[cH:24][cH:25][cH:26][cH:27]2)[cH:5][cH:6][cH:7][cH:8]1. Starting materials: C1CCOC1, CCc1ccccc1-c1ccccc1OCCc1ccc(C(=O)OC)cc1, CO, [Na+], [OH-].